Dataset: the Open Reaction Database (ORD), a public repository of structured organic reaction records. Task: describe an organic reaction: reactants, conditions, products, and yield Starting materials: CC(=O)O, O=C1OC(Cn2ccnn2)CN1c1ccc(N2CCC3(CC2)OCCO3)c(F)c1, O. Product: O=C1CCN(c2ccc(N3CC(Cn4ccnn4)OC3=O)cc2F)CC1. As a reaction SMILES: [CH3:30][C:31](=[O:32])[OH:33].[O:1]1[CH2:3][CH2:2][O:4][C:5]12[CH2:6][CH2:7][N:8]([c:11]1[c:12]([F:29])[cH:13][c:14]([N:17]3[C:18](=[O:28])[O:19][CH:20]([CH2:22][n:23]4[n:24][n:25][cH:26][cH:27]4)[CH2:21]3)[cH:15][cH:16]1)[CH2:9][CH2:10]2.[OH2:34]>>[O:4]=[C:5]1[CH2:6][CH2:7][N:8]([c:11]2[c:12]([F:29])[cH:13][c:14]([N:17]3[C:18](=[O:28])[O:19][CH:20]([CH2:22][n:23]4[n:24][n:25][cH:26][cH:27]4)[CH2:21]3)[cH:15][cH:16]2)[CH2:9][CH2:10]1. Starting materials: C(C1=CC=CC=C1)OC=1C=CC(=NC1)C(=O)O (5-(benzyloxy)pyridine-2-carboxylic acid), NC=1C=C(C(=O)NC2CC2)C=CC1C (3-amino-N-cyclopropyl-4-methylbenzamide), Na+. Product: C(C1=CC=CC=C1)OC=1C=CC(=NC1)C(=O)NC1=C(C=CC(=C1)C(=O)NC1CC1)C (5-(benzyloxy)-N-{5-[(cyclopropylamino)carbonyl]-2-methylphenyl}pyridine-2-carboxamide). RXN SMILES: [CH2:1]([O:8][C:9]1[CH:10]=[CH:11][C:12]([C:15]([OH:17])=O)=[N:13][CH:14]=1)[C:2]1[CH:7]=[CH:6][CH:5]=[CH:4][CH:3]=1.[NH2:18][C:19]1[CH:20]=[C:21]([CH:28]=[CH:29][C:30]=1[CH3:31])[C:22]([NH:24][CH:25]1[CH2:27][CH2:26]1)=[O:23]>>[CH2:1]([O:8][C:9]1[CH:10]=[CH:11][C:12]([C:15]([NH:18][C:19]2[CH:20]=[C:21]([C:22]([NH:24][CH:25]3[CH2:26][CH2:27]3)=[O:23])[CH:28]=[CH:29][C:30]=2[CH3:31])=[O:17])=[N:13][CH:14]=1)[C:2]1[CH:3]=[CH:4][CH:5]=[CH:6][CH:7]=1. Reported procedure: The title compound was prepared from 5-(benzyloxy)pyridine-2-carboxylic acid and 3-amino-N-cyclopropyl-4-methylbenzamide according to the method described for Example 1; NMR Spectrum: (DMSOd6) 0.58 (m, 2H), 0.69 (m, 2H), 2.32 (s, 3H), 2.86 (m, 1H), 5.32 (s, 2H), 7.39 (m, 4H), 7.51 (m, 2H), 7.57 (m, 1H), 7.71 (m, 1H), 8.13 (m, 1H), 8.22 (m, 1H), 8.36 (m, 1H), 8.48 (s, 1H), 10.16 (s, 1H); Mass Spectrum: M+Na+ 424. Reactants: O (H2O), S(=O)([O-])S(=O)[O-].[Na+].[Na+] (sodium dithionite), CoCl2, CO (methanol), CC1=CC=C(CCl)C=C1 (p-methylbenzyl chloride), C[O-].[Na+] (sodium methylate). Reagents/catalysts: [Mn] (manganese). Product: COC(CC1=CC=C(C=C1)C)=O (p-methylphenylacetic acid methyl ester), CC1=CC=C(C=C1)CC(=O)O (p-methylphenylacetic acid). Yield: 8.0%. Reaction SMILES: [CH3:1][C:2]1[CH:9]=[CH:8][C:5]([CH2:6]Cl)=[CH:4][CH:3]=1.[CH3:10][O-:11].[Na+].[OH2:13].S(S([O-])=O)([O-])=O.[Na+].[Na+].[CH3:22]O>[Mn]>[CH3:10][O:11][C:22](=[O:13])[CH2:6][C:5]1[CH:8]=[CH:9][C:2]([CH3:1])=[CH:3][CH:4]=1.[CH3:1][C:2]1[CH:9]=[CH:8][C:5]([CH2:6][C:10]([OH:13])=[O:11])=[CH:4][CH:3]=1 |f:1.2,4.5.6|. Procedure details: In the manner described in Example 1, 70.5 g (0.5 mole) of p-methylbenzyl chloride and 135 g of a 24 wt-% sodium methylate solution in methanol, 5 g CoCl2. 6 H2O, 4 g manganese powder and 1 g sodium dithionite were reacted with CO. The reaction and the processing were performed as described in Example 1. 47.0 g of p-methylphenylacetic acid methyl ester (BP13 113°) (yield 57.2%) was isolated in a purity of 98%, plus 6.2 of p-methylphenylacetic acid (MP 89°-90°C, yield 8%). Starting materials: Cl (hydrochloric acid), ClC=1OC(=C(N1)C1=CC=C(C=C1)Cl)CCC(=O)O (2-chloro-4-(4-chlorophenyl)-5-oxazolepropionic acid), C1(=CC=CC=C1)S (thiophenol), C[O-].[Na+].CO (sodium methoxide methanol). The solvent is CO (methanol), O (Water). Product: ClC1=CC=C(C=C1)C=1N=C(OC1CCC(=O)O)SC1=CC=CC=C1 (4-(4-chlorophenyl)-2-phenylthio-5-oxazolepropionic acid). Yield: 89.0%. Reaction SMILES: Cl[C:2]1[O:3][C:4]([CH2:14][CH2:15][C:16]([OH:18])=[O:17])=[C:5]([C:7]2[CH:12]=[CH:11][C:10]([Cl:13])=[CH:9][CH:8]=2)[N:6]=1.[C:19]1([SH:25])[CH:24]=[CH:23][CH:22]=[CH:21][CH:20]=1.C[O-].[Na+].CO.Cl>O.CO>[Cl:13][C:10]1[CH:11]=[CH:12][C:7]([C:5]2[N:6]=[C:2]([S:25][C:19]3[CH:24]=[CH:23][CH:22]=[CH:21][CH:20]=3)[O:3][C:4]=2[CH2:14][CH2:15][C:16]([OH:18])=[O:17])=[CH:8][CH:9]=1 |f:2.3.4|. Reported procedure: A mixture of 2-chloro-4-(4-chlorophenyl)-5-oxazolepropionic acid (1.43 g), thiophenol (0.54 ml), sodium methoxide-methanol solution (28%, 2.00 g) and methanol (15 ml) was stirred under reflux for 16 hours. Water was added to the reaction mixture, which was then acidified with 2 N hydrochloric acid. The crystals thus precipitated were collected by filtration to obtain 4-(4-chlorophenyl)-2-phenylthio-5-oxazolepropionic acid (1.60 g, 89%). This was recrystallized from methanol to give colorless nee... The reactants are BrC=1C=C(C=CC1)C(C#N)C (rac-2-(3-bromo-phenyl)-propionitrile), C(CN)N (ethylene diamine). The product is BrC=1C=C(C=CC1)C(C)C=1NCCN1 (rac-2-[1-(3-Bromo-phenyl)-ethyl]-4,5-dihydro-1H-imidazole). As a reaction SMILES: [Br:1][C:2]1[CH:3]=[C:4]([CH:8]([CH3:11])[C:9]#[N:10])[CH:5]=[CH:6][CH:7]=1.[CH2:12](N)[CH2:13][NH2:14]>>[Br:1][C:2]1[CH:3]=[C:4]([CH:8]([C:9]2[NH:14][CH2:13][CH2:12][N:10]=2)[CH3:11])[CH:5]=[CH:6][CH:7]=1. Reported procedure: rac-2-[1-(3-Bromo-phenyl)-ethyl]-4,5-dihydro-1H-imidazole was prepared from rac-2-(3-bromo-phenyl)-propionitrile and ethylene diamine in analogy to Example 19 b): light yellow solid; MS (ISP): 252.9; 254.9 ((M+H)+.). Reactants: O1C(CCCC1)ONC(=O)[C@@H](C\C=C\C1=CC=CC=C1)[C@H](C(=O)NN(CCC1=CC=CC=C1)S(=O)(=O)C)CC(C)C ((E)-2(R)-[1(S)-[(tetrahydro-2(RS)-pyranyloxy)carbamoyl]-4-phenyl-3-butenyl]-2′-(methanesulphonyl)-4-methyl-2′-(2-phenylethyl)valerohydrazide), ( iii ), O1C(CCCC1)ONC(=O)[C@@H](C\C=C\C1=CC=CC=C1)[C@H](C(=O)NNS(=O)(=O)C)CC(C)C ((E)-(2R)-[1(S)-[(tetrahydro-2(RS)-pyranyloxy)carbamoyl]-4-phenyl-3-butenyl]-2′-(methanesulphonyl)-4-methylvalerohydrazide), BrCCC1=CC=CC=C1 (2-bromoethyl-benzene). Product: ONC(=O)[C@@H](C\C=C\C1=CC=CC=C1)[C@H](C(=O)NN(CCC1=CC=CC=C1)S(=O)(=O)C)CC(C)C ((E)-2(R)-[1(S)-(Hydroxycarbamoyl)-4-phenyl-3-butenyl]-2′-(methanesulphonyl)-4-methyl-2′-(2-phenylethyl)valerohydrazide). RXN SMILES: O1CCCCC1[O:7][NH:8][C:9]([C@H:11]([C@@H:21]([CH2:38][CH:39]([CH3:41])[CH3:40])[C:22]([NH:24][N:25]([S:34]([CH3:37])(=[O:36])=[O:35])[CH2:26][CH2:27][C:28]1[CH:33]=[CH:32][CH:31]=[CH:30][CH:29]=1)=[O:23])[CH2:12]/[CH:13]=[CH:14]/[C:15]1[CH:20]=[CH:19][CH:18]=[CH:17][CH:16]=1)=[O:10].O1CCCCC1ONC([C@H]([C@@H](CC(C)C)C(NNS(C)(=O)=O)=O)C/C=C/C1C=CC=CC=1)=O.BrCCC1C=CC=CC=1>>[OH:7][NH:8][C:9]([C@H:11]([C@@H:21]([CH2:38][CH:39]([CH3:41])[CH3:40])[C:22]([NH:24][N:25]([S:34]([CH3:37])(=[O:36])=[O:35])[CH2:26][CH2:27][C:28]1[CH:33]=[CH:32][CH:31]=[CH:30][CH:29]=1)=[O:23])[CH2:12]/[CH:13]=[CH:14]/[C:15]1[CH:20]=[CH:19][CH:18]=[CH:17][CH:16]=1)=[O:10]. Procedure details: The (E)-2(R)-[1(S)-[(tetrahydro-2(RS)-pyranyloxy)carbamoyl]-4-phenyl-3-butenyl]-2′-(methanesulphonyl)-4-methyl-2′-(2-phenylethyl)valerohydrazide used as the starting material was prepared in an analogous manner to that described in Example 15, part (iii), starting from (E)-(2R)-[1(S)-[(tetrahydro-2(RS)-pyranyloxy)carbamoyl]-4-phenyl-3-butenyl]-2′-(methanesulphonyl)-4-methylvalerohydrazide by reaction with 2-bromoethyl-benzene.